This data is from the Open Reaction Database (ORD), a public repository of structured organic reaction records. The task is: describe an organic reaction: reactants, conditions, products, and yield Reactants: C(C)(C)(C)OC(=O)NCCOC1=C(C=C(C=C1)CC(=O)NC1=CC(=CC=C1)\C=C\C1=CC(=CC=C1)C)OC (4-[2-(tert-Butoxycarbonylamino)ethoxy]-3-methoxy-N-[3-[(E)-2-(3-methylphenyl)vinyl]phenyl]phenylacetamide). The reagents and catalysts are [Pd] (palladium on carbon). Run in CO (methanol), C(C)(=O)O (acetic acid). Yields the product C(C)(C)(C)OC(=O)NCCOC1=C(C=C(C=C1)CC(=O)NC1=CC(=CC=C1)CCC1=CC(=CC=C1)C)OC (4-[2-(tert-butoxycarbonylamino)ethoxy]-3-methoxy-N-[3-[2-(3-methylphenyl)ethyl]phenyl]phenylacetamide). Isolated yield 79.7%. Reaction SMILES: [C:1]([O:5][C:6]([NH:8][CH2:9][CH2:10][O:11][C:12]1[CH:17]=[CH:16][C:15]([CH2:18][C:19]([NH:21][C:22]2[CH:27]=[CH:26][CH:25]=[C:24](/[CH:28]=[CH:29]/[C:30]3[CH:35]=[CH:34][CH:33]=[C:32]([CH3:36])[CH:31]=3)[CH:23]=2)=[O:20])=[CH:14][C:13]=1[O:37][CH3:38])=[O:7])([CH3:4])([CH3:3])[CH3:2]>CO.C(O)(=O)C.[Pd]>[C:1]([O:5][C:6]([NH:8][CH2:9][CH2:10][O:11][C:12]1[CH:17]=[CH:16][C:15]([CH2:18][C:19]([NH:21][C:22]2[CH:27]=[CH:26][CH:25]=[C:24]([CH2:28][CH2:29][C:30]3[CH:35]=[CH:34][CH:33]=[C:32]([CH3:36])[CH:31]=3)[CH:23]=2)=[O:20])=[CH:14][C:13]=1[O:37][CH3:38])=[O:7])([CH3:4])([CH3:3])[CH3:2]. Procedure details: 4-[2-(tert-Butoxycarbonylamino)ethoxy]-3-methoxy-N-[3-[(E)-2-(3-methylphenyl)vinyl]phenyl]phenylacetamide (100 mg) is dissolved in methanol (10 ml) and acetic acid (1 ml), and thereto is added 10% palladium on carbon (10 mg), and the mixture is subjected to catalytic hydrogenation at 50° C. The catalyst is removed by filtration, and the solvent is evaporated to give 4-[2-(tert-butoxycarbonylamino)ethoxy]-3-methoxy-N-[3-[2-(3-methylphenyl)ethyl]phenyl]phenylacetamide (80 mg). This product is trea... Reactants: OC([C@@H](C)NC(OCC1=CC=CC=C1)=O)C (Benzyl [(2R)-3-hydroxybutan-2-yl]carbamate), C1(NC(C2=CC=CC=C12)=O)=O (1H-isoindole-1,3(2H)-dione). Yields the product O=C1N(C(C2=CC=CC=C12)=O)C([C@@H](C)NC(OCC1=CC=CC=C1)=O)C (Benzyl [(2R)-3-(1,3-dioxo-1,3-dihydro-2H-isoindol-2-yl)butan-2-yl]carbamate). As a reaction SMILES: O[CH:2]([CH3:16])[C@H:3]([NH:5][C:6](=[O:15])[O:7][CH2:8][C:9]1[CH:14]=[CH:13][CH:12]=[CH:11][CH:10]=1)[CH3:4].[C:17]1(=[O:27])[C:25]2[C:20](=[CH:21][CH:22]=[CH:23][CH:24]=2)[C:19](=[O:26])[NH:18]1>>[O:27]=[C:17]1[C:25]2[C:20](=[CH:21][CH:22]=[CH:23][CH:24]=2)[C:19](=[O:26])[N:18]1[CH:2]([CH3:16])[C@H:3]([NH:5][C:6](=[O:15])[O:7][CH2:8][C:9]1[CH:14]=[CH:13][CH:12]=[CH:11][CH:10]=1)[CH3:4]. Reported procedure: Under argon, 0.82 g of benzyl [(2R)-3-hydroxybutan-2-yl]carbamate (Example 134A, 3.3 mmol, 1 equivalent) were reacted with 0.57 g of 1H-isoindole-1,3(2H)-dione (phthalimide, 3.9 mmol, 1.1 equivalents) and worked up analogously to Example 137A. This gave 1.25 g (72% of theory; purity 75%) of the title compound (diastereomer ratio about 3:1). Reactants: CC(C)(C)OC(=O)NCC1CCCNC1, C[Si](C)(C)N=C=O, ClCCl. Yields the product CC(C)(C)OC(=O)NCC1CCCN(C(N)=O)C1. Reaction SMILES: [C:1]([CH3:2])([CH3:3])([CH3:4])[O:5][C:6](=[O:7])[NH:8][CH2:9][CH:10]1[CH2:11][NH:12][CH2:13][CH2:14][CH2:15]1.[CH3:16][Si:17]([CH3:18])([CH3:19])[N:20]=[C:21]=[O:22].[Cl:23][CH2:24][Cl:25]>>[C:1]([CH3:2])([CH3:3])([CH3:4])[O:5][C:6](=[O:7])[NH:8][CH2:9][CH:10]1[CH2:11][N:12]([C:21]([NH2:20])=[O:22])[CH2:13][CH2:14][CH2:15]1. Starting materials: CN1C(=NC(=C1)C1=CC=CC=C1)CCNC(OC(C)(C)C)=O (tert-butyl 2-(1-methyl-4-phenyl-1H-imidazol-2-yl)ethylcarbamate), Cl (HCl). Solvent: O1CCOCC1 (dioxane), O1CCOCC1 (dioxane). Reaction conditions: temperature 20 celsius, time 1.5 hour. Yields the product Cl.Cl.CN1C(=NC(=C1)C1=CC=CC=C1)CCN (2-(1-Methyl-4-phenyl-1H-imidazol-2-yl)ethanamine dihydrochloride). Yield: 98.5%. As a reaction SMILES: [CH3:1][N:2]1[CH:6]=[C:5]([C:7]2[CH:12]=[CH:11][CH:10]=[CH:9][CH:8]=2)[N:4]=[C:3]1[CH2:13][CH2:14][NH:15]C(=O)OC(C)(C)C.[ClH:23]>O1CCOCC1>[ClH:23].[ClH:23].[CH3:1][N:2]1[CH:6]=[C:5]([C:7]2[CH:12]=[CH:11][CH:10]=[CH:9][CH:8]=2)[N:4]=[C:3]1[CH2:13][CH2:14][NH2:15] |f:3.4.5|. Procedure details: To a suspension of tert-butyl 2-(1-methyl-4-phenyl-1H-imidazol-2-yl)ethylcarbamate (831 mg, 2.76 mmol) in dioxane (5 mL) was added HCl in dioxane (4M, 6.89 mL, 27.6 mmol) dropwise. The reaction mixture was stirred at 20° C. for 1.5 h. The crude reaction mixture was concentrated in vacuo. Heptane was added and the suspension was stirred for 30 min and evaporated in vacuo to give the product as white solid (760 mg, 2.72 mmol, 98.5%). MS: M=202.3 (M−2HCl+H)+ The reactants are IC1=C2C=CC(=NC2=CC=C1)Cl (5-iodo-2-chloroquinoline), NC1=CC=CC=2CC(OC21)(C)C (7-amino-2,3-dihydro-2,2-dimethylbenzofuran), N1=CC(=CC=C1)CN (3-picolylamine). The product is CC1(OC2=C(C1)C=CC=C2NC2=NC=1C=CC=C(C1C=C2)NCC=2C=NC=CC2)C (N2-(2,2-Dimethyl-2,3-dihydro-benzofuran-7-yl)-N5-pyridin-3-ylmethyl-quinoline-2,5-diamine). RXN SMILES: I[C:2]1[CH:11]=[CH:10][CH:9]=[C:8]2[C:3]=1[CH:4]=[CH:5][C:6](Cl)=[N:7]2.[NH2:13][C:14]1[C:22]2[O:21][C:20]([CH3:24])([CH3:23])[CH2:19][C:18]=2[CH:17]=[CH:16][CH:15]=1.[N:25]1[CH:30]=[CH:29][CH:28]=[C:27]([CH2:31][NH2:32])[CH:26]=1>>[CH3:23][C:20]1([CH3:24])[CH2:19][C:18]2[CH:17]=[CH:16][CH:15]=[C:14]([NH:13][C:6]3[CH:5]=[CH:4][C:3]4[C:2]([NH:32][CH2:31][C:27]5[CH:26]=[N:25][CH:30]=[CH:29][CH:28]=5)=[CH:11][CH:10]=[CH:9][C:8]=4[N:7]=3)[C:22]=2[O:21]1. Procedure: The title compound, MS: m/e=397.3 (M+H+), was prepared in accordance with the general method of example 1 from 5-iodo-2-chloroquinoline, 7-amino-2,3-dihydro-2,2-dimethylbenzofuran (CAS 68298-46-4) and 3-picolylamine. The reactants are CCOC(=O)C(C)C(c1ccc(Cl)cc1)c1cn(C(=O)OC(C)(C)C)c2c(CSC)cccc12, ClCCl, O=C(O)C(F)(F)F. Product: CCOC(=O)C(C)C(c1ccc(Cl)cc1)c1c[nH]c2c(CSC)cccc12. Reaction SMILES: [Cl:1][c:2]1[cH:3][cH:4][c:5]([CH:8]([CH:9]([C:10](=[O:11])[O:12][CH2:13][CH3:14])[CH3:15])[c:16]2[cH:17][n:18]([C:28]([O:29][C:30]([CH3:31])([CH3:32])[CH3:33])=[O:34])[c:19]3[c:20]([CH2:25][S:26][CH3:27])[cH:21][cH:22][cH:23][c:24]23)[cH:6][cH:7]1.[Cl:42][CH2:43][Cl:44].[OH:35][C:36]([C:37]([F:38])([F:39])[F:40])=[O:41]>>[Cl:1][c:2]1[cH:3][cH:4][c:5]([CH:8]([CH:9]([C:10](=[O:11])[O:12][CH2:13][CH3:14])[CH3:15])[c:16]2[cH:17][nH:18][c:19]3[c:20]([CH2:25][S:26][CH3:27])[cH:21][cH:22][cH:23][c:24]23)[cH:6][cH:7]1. The reactants are NC1=C(C=CC(=C1)Cl)S(=O)(=O)N (2-amino-4-chlorobenzenesulfonamide), ClC1=CC(=C(C=C1)/C=C/S(=O)(=O)Cl)OC ((E)-2-(4-chloro-2-methoxyphenyl)ethenesulfonyl chloride). Product: ClC1=CC(=C(C=C1)S(=O)(=O)N)NS(=O)(=O)\C=C\C1=C(C=C(C=C1)Cl)OC ((E)-4-Chloro-2-(2-(4-chloro-2-methoxyphenyl)vinylsulfonamido)benzenesulfonamide). Yield: 100.0%. Reaction SMILES: [NH2:1][C:2]1[CH:7]=[C:6]([Cl:8])[CH:5]=[CH:4][C:3]=1[S:9]([NH2:12])(=[O:11])=[O:10].[Cl:13][C:14]1[CH:19]=[CH:18][C:17](/[CH:20]=[CH:21]/[S:22](Cl)(=[O:24])=[O:23])=[C:16]([O:26][CH3:27])[CH:15]=1>>[Cl:8][C:6]1[CH:5]=[CH:4][C:3]([S:9]([NH2:12])(=[O:11])=[O:10])=[C:2]([NH:1][S:22](/[CH:21]=[CH:20]/[C:17]2[CH:18]=[CH:19][C:14]([Cl:13])=[CH:15][C:16]=2[O:26][CH3:27])(=[O:23])=[O:24])[CH:7]=1. Procedure: The title compound was synthesized as described for Example 226 a) in 100% yield, starting from 2-amino-4-chlorobenzenesulfonamide and (E)-2-(4-chloro-2-methoxyphenyl)ethenesulfonyl chloride. Starting materials: CC1=CC=C(C=C1)C1=NOC=C1 (3-(4-methylphenyl)isoxazole), CC1=CC=C(C=C1)C=1OC=CN1 (2-(4-methylphenyl)oxazole). Yields the product O1N=C(C=C1)C1=CC=C(C=O)C=C1 (4-(3-isoxazolyl)benzaldehyde). Reaction SMILES: [CH3:1][C:2]1[CH:7]=[CH:6][C:5]([C:8]2[CH:12]=[CH:11][O:10][N:9]=2)=[CH:4][CH:3]=1.CC1C=CC(C2[O:21]C=CN=2)=CC=1>>[O:10]1[CH:11]=[CH:12][C:8]([C:5]2[CH:4]=[CH:3][C:2]([CH:1]=[O:21])=[CH:7][CH:6]=2)=[N:9]1. Reported procedure: The title compound is prepared by a procedure analogous to Step B of Reference Example 73 by substituting 3-(4-methylphenyl)isoxazole (prepared as described in J. Organomet. Chem. 1966, 6, 598) for the 2-(4-methylphenyl)oxazole of Step B of Reference Example 73. MS 174 (M+H)+. The reactants are ClC1=CC=C(C=C1)C1=C(C=C(N1)C#N)S(=O)(=O)C(F)(F)F (5-(p-chlorophenyl)-4-[(trifluoromethyl)sulfonyl]pyrrole-2-carbonitrile), BrBr (bromine), O (water), BrBr (bromine). The solvent is O1CCOCC1 (dioxane). Run at time 2 hour. Yields the product ethyl acetate hexanes, BrC1=C(NC(=C1S(=O)(=O)C(F)(F)F)C1=CC=C(C=C1)Cl)C#N (3-Bromo-5-(p-chlorophenyl)-4-[(trifluoromethyl)sulfonyl]pyrrole-2-carbonitrile). Yield: 25.1%. As a reaction SMILES: [Cl:1][C:2]1[CH:7]=[CH:6][C:5]([C:8]2[NH:12][C:11]([C:13]#[N:14])=[CH:10][C:9]=2[S:15]([C:18]([F:21])([F:20])[F:19])(=[O:17])=[O:16])=[CH:4][CH:3]=1.[Br:22]Br.O>O1CCOCC1>[Br:22][C:10]1[C:9]([S:15]([C:18]([F:19])([F:21])[F:20])(=[O:16])=[O:17])=[C:8]([C:5]2[CH:6]=[CH:7][C:2]([Cl:1])=[CH:3][CH:4]=2)[NH:12][C:11]=1[C:13]#[N:14]. Procedure: A solution of 5-(p-chlorophenyl)-4-[(trifluoromethyl)sulfonyl]pyrrole-2-carbonitrile (0.87 g, 0.0026 mol) in dioxane is cooled, treated with bromine (0.46 g, 0.00286 mol), stirred at room temperature for two hours, treated with additional bromine (0.21 g, 0.0013 mol), stirred overnight at room temperature, poured into water and extracted with ethyl acetate. The combined organic extracts are washed with water, saturated sodium meta-bisulfite solution and brine, dried over anhydrous magnesium sulf... The reactants are O1[C@@H](C1)COC1=C2C=CNC2=CC=C1 ((S)-(+)-4-(oxiranylmethoxy)-1H-indole), CC1=CC=C2C(=CNC2=C1)C1CCNCC1 (6-methyl-3-(piperidin-4-yl)-1H-indole), C(C)O (ethanol). The solvent is CS(=O)C (dimethylsulfoxide). The product is CC1=CC=C2C(=CNC2=C1)C1CCN(CC1)C[C@@H](COC1=C2C=CNC2=CC=C1)O ((2S)-(+)-3-[4-(6-methyl-3-indolyl)-piperidin-1-yl]-1-(4-indolyloxy)-2-propanol). As a reaction SMILES: [O:1]1[CH2:3][C@H:2]1[CH2:4][O:5][C:6]1[CH:14]=[CH:13][CH:12]=[C:11]2[C:7]=1[CH:8]=[CH:9][NH:10]2.[CH3:15][C:16]1[CH:24]=[C:23]2[C:19]([C:20]([CH:25]3[CH2:30][CH2:29][NH:28][CH2:27][CH2:26]3)=[CH:21][NH:22]2)=[CH:18][CH:17]=1.C(O)C>CS(C)=O>[CH3:15][C:16]1[CH:24]=[C:23]2[C:19]([C:20]([CH:25]3[CH2:30][CH2:29][N:28]([CH2:3][C@H:2]([OH:1])[CH2:4][O:5][C:6]4[CH:14]=[CH:13][CH:12]=[C:11]5[C:7]=4[CH:8]=[CH:9][NH:10]5)[CH2:27][CH2:26]3)=[CH:21][NH:22]2)=[CH:18][CH:17]=1. Procedure details: The title compound was prepared in a fashion similar to that described in Example 1 using (S)-(+)-4-(oxiranylmethoxy)-1H-indole (0.145 g, 0.767 mmol) and 6-methyl-3-(piperidin-4-yl)-1H-indole (0.150 g, 0.697 mmol) using ethanol as reaction solvent. Yield 0.140 g (49%) as a tan foam. FDMS m/e=403 (M+ of free base). α[D]589 =+3.8 (c=0.98, dimethylsulfoxide).